This data is from the Open Reaction Database (ORD), a public repository of structured organic reaction records. The task is: describe an organic reaction: reactants, conditions, products, and yield The reactants are [Br-].C(C1=CC=CC=C1)[P+](C1=CC=CC=C1)(C1=CC=CC=C1)C1=CC=CC=C1 (Benzyltriphenylphosphonium bromide), ClC1=C(C=CC=C1)C=1N(C(=NN1)C(C=O)(C)C)C (2-[5-(2-chlorophenyl)-4-methyl-1,2,4-triazol-3-yl]-2-methylpropanal), C(CCC)[Li] (n-butyllithium). Solvent: C1CCOC1 (THF), C1CCOC1 (THF). Conditions: time 30 minute. Product: ClC1=C(C=CC=C1)C1=NN=C(N1C)C(\C=C\C1=CC=CC=C1)(C)C (3-(2-chlorophenyl)-5-[(2E)-1,1-dimethyl-3-phenylprop-2-en-1-yl]-4-methyl-1,2,4-triazol). Yield: 10.6%. RXN SMILES: [Br-].[CH2:2]([P+](C1C=CC=CC=1)(C1C=CC=CC=1)C1C=CC=CC=1)[C:3]1[CH:8]=[CH:7][CH:6]=[CH:5][CH:4]=1.C([Li])CCC.[Cl:33][C:34]1[CH:39]=[CH:38][CH:37]=[CH:36][C:35]=1[C:40]1[N:41]([CH3:50])[C:42]([C:45]([CH3:49])([CH3:48])[CH:46]=O)=[N:43][N:44]=1>C1COCC1>[Cl:33][C:34]1[CH:39]=[CH:38][CH:37]=[CH:36][C:35]=1[C:40]1[N:41]([CH3:50])[C:42]([C:45]([CH3:49])([CH3:48])/[CH:46]=[CH:2]/[C:3]2[CH:4]=[CH:5][CH:6]=[CH:7][CH:8]=2)=[N:43][N:44]=1 |f:0.1|. Reported procedure: Benzyltriphenylphosphonium bromide (1.15 g) was suspended in THF (30 ml) and, under ice cooling, n-butyllithium (1.60M hexane solution, 1.50 ml) was added thereto, followed by stirring at room temperature for 30 minutes. A THF (20 ml) solution of 2-[5-(2-chlorophenyl)-4-methyl-1,2,4-triazol-3-yl]-2-methylpropanal (633 mg) was added dropwise to the reaction solution and the whole was stirred under heating and refluxing for 20 hours. The reaction mixture was quenched with water (50 ml) and then ex... Starting materials: CCOC(=O)COc1cc(C)cc(C=O)c1, CCOC(C)=O, CO, CCOCC, Cl, [Na+], [OH-]. Yields the product Cc1cc(C=O)cc(OCC(=O)O)c1. Reaction SMILES: [CH2:1]([CH3:2])[O:3][C:4]([CH2:5][O:6][c:7]1[cH:8][c:9]([CH:14]=[O:15])[cH:10][c:11]([CH3:13])[cH:12]1)=[O:16].[CH3:19][CH2:20][O:21][C:22](=[O:23])[CH3:24].[CH3:26][OH:27].[CH3:28][CH2:29][O:30][CH2:31][CH3:32].[ClH:25].[Na+:18].[OH-:17]>>[O:3]=[C:4]([CH2:5][O:6][c:7]1[cH:8][c:9]([CH:14]=[O:15])[cH:10][c:11]([CH3:13])[cH:12]1)[OH:16]. Reaction SMILES: [Cl:1][C:2]1[N:7]=[C:6]([N:8]2[CH2:13][CH:12]([CH3:14])[NH:11][CH:10]([CH3:15])[CH2:9]2)[N:5]=[C:4]([CH:16]([O:18]C)[CH3:17])[N:3]=1.B(Br)(Br)Br.O>C(Cl)Cl>[Cl:1][C:2]1[N:7]=[C:6]([N:8]2[CH2:9][CH:10]([CH3:15])[NH:11][CH:12]([CH3:14])[CH2:13]2)[N:5]=[C:4]([CH:16]([OH:18])[CH3:17])[N:3]=1. Starting materials: B(Br)(Br)Br (boron tribromide), O (water), ice, ClC1=NC(=NC(=N1)N1CC(NC(C1)C)C)C(C)OC (2-chloro-4-(3,5-dimethyl-piperazin-1-yl)-6-(1-methoxy-ethyl)-[1,3,5]triazine). Procedure details: To an ice-cold solution of 2-chloro-4-(3,5-dimethyl-piperazin-1-yl)-6-(1-methoxy-ethyl)-[1,3,5]triazine, prepared in Example 2 above, (2.2 mmol, 631 mg) in methylene chloride (7 mL) was added boron tribromide (1 M in methylene chloride, 11.04 mmol, 11 mL) and the reaction was stirred for 2 h. After the reaction was allowed to come to room temperature, methylene chloride (10 mL) was added to it followed by a small quantity of water (1 mL) to quench the unreacted boron tribromide. Sufficient satur... Isolated yield 65.0%. Run at time 2 hour. Run in C(Cl)Cl (methylene chloride), C(Cl)Cl (methylene chloride). Product: ClC1=NC(=NC(=N1)N1CC(NC(C1)C)C)C(C)O (1-[4-chloro-6-(3,5-dimethyl-piperazin-1-yl)-[1,3,5]triazin-2-yl]-ethanol). Starting materials: N1(C=NC=C1)C(=O)N1C=NC=C1 (Di-imidazol-1-yl-methanone), IC=1C=NN(C1)C1CCC(CC1)NCCO (2-[4-(4-Iodo-pyrazol-1-yl)-cyclohexylamino]-ethanol), IC=1C=NN(C1)C1CCC(CC1)NCCO (2-[4-(4-Iodo-pyrazol-1-yl)-cyclohexylamino]-ethanol), Cl (HCl). The reagents and catalysts are CN(C1=CC=NC=C1)C (Dimethyl-pyridin-4-yl-amine). Solvent: C(Cl)(Cl)Cl (CHCl3). Run at temperature 60 celsius. Product: IC=1C=NN(C1)[C@@H]1CC[C@H](CC1)N1C(OCC1)=O (trans-3-[4-(4-Iodo-pyrazol-1-yl)-cyclohexyl]-oxazolidin-2-one). Yield: 23.4%. Reaction SMILES: N1([C:6](N2C=CN=C2)=[O:7])C=CN=C1.[I:13][C:14]1[CH:15]=[N:16][N:17]([CH:19]2[CH2:24][CH2:23][CH:22]([NH:25][CH2:26][CH2:27][OH:28])[CH2:21][CH2:20]2)[CH:18]=1.Cl>CN(C)C1C=CN=CC=1.C(Cl)(Cl)Cl>[I:13][C:14]1[CH:15]=[N:16][N:17]([C@H:19]2[CH2:20][CH2:21][C@H:22]([N:25]3[CH2:26][CH2:27][O:28][C:6]3=[O:7])[CH2:23][CH2:24]2)[CH:18]=1. Reported procedure: Di-imidazol-1-yl-methanone (1.32 g; 8.14 mmol; 2.9 eq.) was added in one portion to a solution of 2-[4-(4-Iodo-pyrazol-1-yl)-cyclohexylamino]-ethanol (intermediate 25; 997 mg; 2.83 mmol; 1.0 eq.) and Dimethyl-pyridin-4-yl-amine (60 mg; 0.49 mmol; 0.17 eq.) in CHCl3 (30 mL). The reaction suspension was heated at 60° C. for 20 min then cooled and poured into a 1 N HCl solution. It was extracted with DCM (twice), combined organic phases were washed with brine, dried over magnesium sulfate, filtered... Reactants: CN(C)P(=O)(N(C)C)N(C)C, Cc1ncsc1C(=O)O, Cc1ccccc1, O=C(Cl)Cl. Product: Cc1ncsc1C(=O)O, [Cl-]. RXN SMILES: [CH3:10][N:11]([P:12]([N:13]([CH3:14])[CH3:15])([N:16]([CH3:17])[CH3:18])=[O:19])[CH3:20].[CH3:1][c:2]1[n:3][cH:4][s:5][c:6]1[C:7](=[O:8])[OH:9].[CH3:25][c:26]1[cH:27][cH:28][cH:29][cH:30][cH:31]1.[Cl:21][C:22](=[O:23])[Cl:24]>>[CH3:1][c:2]1[n:3][cH:4][s:5][c:6]1[C:7](=[O:8])[OH:9].[Cl-:21]. The solvent is C(Cl)Cl (CH2Cl2). Conditions: time 2 hour. Isolated yield 293.2%. Starting materials: CC1=NN(C=N1)C1=C(OCCCCNC(OC(C)(C)C)=O)C=C(C=C1)[N+](=O)[O-] (tert-butyl (4-(2-(3-methyl-1H-1,2,4-triazol-1-yl)-5-nitrophenoxy)butyl)carbamate), C(=O)(C(F)(F)F)O (TFA). Reported procedure: The solution of tert-butyl (4-(2-(3-methyl-1H-1,2,4-triazol-1-yl)-5-nitrophenoxy)butyl)carbamate (515 mg, 1.316 mmol) in CH2Cl2 (4 mL) was treated with TFA (2 mL, 26.0 mmol) at 0° C. The mixture was stirred at rt for 2 h. The reaction mixture was concentrated in vacuo and the residue was triturated with ether to yield a white solid, which was collected by filtration to get 4-(2-(3-methyl-1H-1,2,4-triazol-1-yl)-5-nitrophenoxy)butan-1-amine, TFA (440 mg, 83% yield). LC-MS (M+H)+=292.4. 1H NMR (500... Yields the product CC1=NN(C=N1)C1=C(OCCCCN)C=C(C=C1)[N+](=O)[O-] (4-(2-(3-methyl-1H-1,2,4-triazol-1-yl)-5-nitrophenoxy)butan-1-amine), C(=O)(C(F)(F)F)O (TFA). Reaction SMILES: [CH3:1][C:2]1[N:6]=[CH:5][N:4]([C:7]2[CH:25]=[CH:24][C:23]([N+:26]([O-:28])=[O:27])=[CH:22][C:8]=2[O:9][CH2:10][CH2:11][CH2:12][CH2:13][NH:14]C(=O)OC(C)(C)C)[N:3]=1.[C:29]([OH:35])([C:31]([F:34])([F:33])[F:32])=[O:30]>C(Cl)Cl>[CH3:1][C:2]1[N:6]=[CH:5][N:4]([C:7]2[CH:25]=[CH:24][C:23]([N+:26]([O-:28])=[O:27])=[CH:22][C:8]=2[O:9][CH2:10][CH2:11][CH2:12][CH2:13][NH2:14])[N:3]=1.[C:29]([OH:35])([C:31]([F:34])([F:33])[F:32])=[O:30].